From a dataset of the Open Reaction Database (ORD), a public repository of structured organic reaction records. describe an organic reaction: reactants, conditions, products, and yield Starting materials: COC(=O)C(Cc1ccc(Cl)cc1)NCC1Cc2ccccc2CN1C(=O)OC(C)(C)C, [K+], [K+], [Li+], O=S(=O)([O-])[O-], [OH-], O. Product: CC(C)(C)OC(=O)N1Cc2ccccc2CC1CNC(Cc1ccc(Cl)cc1)C(=O)O. As a reaction SMILES: [Cl:1][c:2]1[cH:3][cH:4][c:5]([CH2:6][CH:7]([C:8](=[O:9])[O:10][CH3:11])[NH:12][CH2:13][CH:14]2[N:15]([C:24](=[O:25])[O:26][C:27]([CH3:28])([CH3:29])[CH3:30])[CH2:16][c:17]3[cH:18][cH:19][cH:20][cH:21][c:22]3[CH2:23]2)[cH:31][cH:32]1.[K+:36].[K+:37].[Li+:35].[O-:38][S:39](=[O:40])(=[O:41])[O-:42].[OH-:34].[OH2:33]>>[Cl:1][c:2]1[cH:3][cH:4][c:5]([CH2:6][CH:7]([C:8](=[O:9])[OH:10])[NH:12][CH2:13][CH:14]2[N:15]([C:24](=[O:25])[O:26][C:27]([CH3:28])([CH3:29])[CH3:30])[CH2:16][c:17]3[cH:18][cH:19][cH:20][cH:21][c:22]3[CH2:23]2)[cH:31][cH:32]1. The reactants are [N+](=O)([O-])C=1C=CC=2N=C3C(=NC2C1)OCC1N3CCCC1 (1,2,3,4,4a,5-hexahydro-9-nitropyrido[1',2':4,5][1,4]oxazino[2,3-b]quinoxaline), [H][H] (hydrogen). Reagents/catalysts: [Pd] (palladium on carbon). Solvent: O1CCOCC1 (dioxane). Product: NC=1C=CC=2N=C3C(=NC2C1)OCC1N3CCCC1 (9-Amino-1,2,3,4,4a,5-hexahydropyrido[1',2':4,5][1,4]oxazino[2,3-b]quinoxaline). RXN SMILES: [N+:1]([C:4]1[CH:5]=[CH:6][C:7]2[N:8]=[C:9]3[N:17]4[CH2:18][CH2:19][CH2:20][CH2:21][CH:16]4[CH2:15][O:14][C:10]3=[N:11][C:12]=2[CH:13]=1)([O-])=O.[H][H]>[Pd].O1CCOCC1>[NH2:1][C:4]1[CH:5]=[CH:6][C:7]2[N:8]=[C:9]3[N:17]4[CH2:18][CH2:19][CH2:20][CH2:21][CH:16]4[CH2:15][O:14][C:10]3=[N:11][C:12]=2[CH:13]=1. Procedure: A mixture of 5.72 g. of 1,2,3,4,4a,5-hexahydro-9-nitropyrido[1',2':4,5][1,4]oxazino[2,3-b]quinoxaline, 200 ml. of dioxane and 1.5 g. of palladium on carbon catalyst is shaken in a Parr hydrogenator under 45 lb. of hydrogen pressure until reduction is complete. The mixture is filtered and the filtrate concentrated to a residue. The residue is recrystallized from ethanol to give the desired product, m.p. 229°-232° C. The reactants are C(C)SC1=C(N)C=CC=C1 (2-(ethylthio)aniline), NC1=C(C=C(C=C1)F)S (2-amino-5-fluorothiophenol), CI (methyl iodide). Yields the product CSC1=C(N)C=CC(=C1)F (2-methylthio-4-fluoroaniline). As a reaction SMILES: [CH2:1]([S:3][C:4]1[CH:10]=[CH:9][CH:8]=[CH:7][C:5]=1[NH2:6])C.NC1C=CC([F:18])=CC=1S.CI>>[CH3:1][S:3][C:4]1[CH:10]=[C:9]([F:18])[CH:8]=[CH:7][C:5]=1[NH2:6]. Reported procedure: Under conditions similar to those used for the preparation of 2-(ethylthio)aniline in Example 2, 2-amino-5-fluorothiophenol was alkylated with methyl iodide to give 2-methylthio-4-fluoroaniline. Reactants: CCC(O)(CC)c1cc2cc(OCc3ccccc3)ccc2o1, Cc1ccccc1O, ClCCl. Yields the product CCC(CC)(c1ccc(O)c(C)c1)c1cc2cc(OCc3ccccc3)ccc2o1. Reaction SMILES: [CH2:1]([c:2]1[cH:3][cH:4][cH:5][cH:6][cH:7]1)[O:8][c:9]1[cH:10][cH:11][c:12]2[c:13]([cH:14][c:15]([C:17]([CH2:18][CH3:19])([CH2:20][CH3:21])[OH:22])[o:16]2)[cH:23]1.[CH3:24][c:25]1[cH:26][cH:27][cH:28][cH:29][c:30]1[OH:31].[Cl:32][CH2:33][Cl:34]>>[CH2:1]([c:2]1[cH:3][cH:4][cH:5][cH:6][cH:7]1)[O:8][c:9]1[cH:10][cH:11][c:12]2[c:13]([cH:14][c:15]([C:17]([CH2:18][CH3:19])([CH2:20][CH3:21])[c:27]3[cH:26][c:25]([CH3:24])[c:30]([OH:31])[cH:29][cH:28]3)[o:16]2)[cH:23]1. Product: CC(C)(C)c1cccc2c1CCC(O[SiH](c1ccccc1)c1ccccc1)=C2C1CCOC1c1nc(-c2ccccc2)c(-c2ccccc2)o1. The reactants are CCOC(C)=O, CCOC(=O)N=NC(=O)OCC, C1CCOC1, O, CC(C)(C)c1cccc2c1CCC(O[SiH](c1ccccc1)c1ccccc1)=C2C(CCO)C(O)c1nc(-c2ccccc2)c(-c2ccccc2)o1, c1ccc(P(c2ccccc2)c2ccccc2)cc1. Reaction SMILES: [CH3:83][CH2:84][O:85][C:86](=[O:87])[CH3:88].[N:71]([C:72]([O:73][CH2:74][CH3:75])=[O:76])=[N:77][C:78]([O:79][CH2:80][CH3:81])=[O:82].[O:89]1[CH2:90][CH2:91][CH2:92][CH2:93]1.[OH2:94].[c:1]1(-[c:7]2[n:8][c:9]([CH:18]([CH:19]([CH2:20][CH2:21][OH:22])[C:23]3=[C:24]([O:37][SiH:38]([c:39]4[cH:40][cH:41][cH:42][cH:43][cH:44]4)[c:45]4[cH:46][cH:47][cH:48][cH:49][cH:50]4)[CH2:25][CH2:26][c:27]4[c:28]([C:33]([CH3:34])([CH3:35])[CH3:36])[cH:29][cH:30][cH:31][c:32]43)[OH:51])[o:10][c:11]2-[c:12]2[cH:13][cH:14][cH:15][cH:16][cH:17]2)[cH:2][cH:3][cH:4][cH:5][cH:6]1.[c:52]1([P:53]([c:54]2[cH:55][cH:56][cH:57][cH:58][cH:59]2)[c:60]2[cH:61][cH:62][cH:63][cH:64][cH:65]2)[cH:66][cH:67][cH:68][cH:69][cH:70]1>>[c:1]1(-[c:7]2[n:8][c:9]([CH:18]3[CH:19]([C:23]4=[C:24]([O:37][SiH:38]([c:39]5[cH:40][cH:41][cH:42][cH:43][cH:44]5)[c:45]5[cH:46][cH:47][cH:48][cH:49][cH:50]5)[CH2:25][CH2:26][c:27]5[c:28]([C:33]([CH3:34])([CH3:35])[CH3:36])[cH:29][cH:30][cH:31][c:32]54)[CH2:20][CH2:21][O:22]3)[o:10][c:11]2-[c:12]2[cH:13][cH:14][cH:15][cH:16][cH:17]2)[cH:2][cH:3][cH:4][cH:5][cH:6]1.